This data is from the Open Reaction Database (ORD), a public repository of structured organic reaction records. The task is: describe an organic reaction: reactants, conditions, products, and yield Starting materials: C1(CCCC1)C1=C(N)C=CC=C1 (2-cyclopentylaniline), C(=S)(Cl)Cl (thiophosgene), C(O)([O-])=O.[Na+] (sodium hydrogencarbonate). Solvent: ClCCl (dichloromethane), O (water). Reaction conditions: time 1 hour. Product: C1(CCCC1)C1=C(C=CC=C1)N=C=S (1-cyclopentyl-2-isothiocyanatobenzene). Reaction SMILES: [CH:1]1([C:6]2[CH:12]=[CH:11][CH:10]=[CH:9][C:7]=2[NH2:8])[CH2:5][CH2:4][CH2:3][CH2:2]1.C(=O)([O-])O.[Na+].[C:18](Cl)(Cl)=[S:19]>ClCCl.O>[CH:1]1([C:6]2[CH:12]=[CH:11][CH:10]=[CH:9][C:7]=2[N:8]=[C:18]=[S:19])[CH2:2][CH2:3][CH2:4][CH2:5]1 |f:1.2|. Procedure: To a biphasic solution of 2-cyclopentylaniline (0.46 g, 2.9 mmol) in dichloromethane (10 mL) and water (4.8 mL) in a 100 mL roundbottom flask equipped with a magnetic stir bar and nitrogen inlet was added sodium hydrogencarbonate (0.73 g, 8.6 mmol) followed by thiophosgene (0.21 mL, 2.8 mmol). The reaction was stirred at room temperature for 1 hour, filtered through a phase separator cartridge, and concentrated providing the 1-cyclopentyl-2-isothiocyanatobenzene as a red oil which was used witho... As a reaction SMILES: [OH:1][C@H:2]1[CH2:7][CH2:6][CH2:5][CH2:4][C@@H:3]1[N:8]1[C:17](=[O:18])[C:16]2[C:11](=[C:12]3[CH:31]=[CH:30][N:29]=[CH:28][C:13]3=[C:14]([CH2:19][C:20]3[CH:27]=[CH:26][C:23]([CH:24]=[O:25])=[CH:22][CH:21]=3)[CH:15]=2)[N:10]=[CH:9]1.[CH3:32][Mg]Br.[Cl-].[NH4+]>C1COCC1>[OH:1][C@H:2]1[CH2:7][CH2:6][CH2:5][CH2:4][C@@H:3]1[N:8]1[C:17](=[O:18])[C:16]2[C:11](=[C:12]3[CH:31]=[CH:30][N:29]=[CH:28][C:13]3=[C:14]([CH2:19][C:20]3[CH:21]=[CH:22][C:23]([CH:24]([OH:25])[CH3:32])=[CH:26][CH:27]=3)[CH:15]=2)[N:10]=[CH:9]1 |f:2.3|. Run in C1CCOC1 (THF). Product: O[C@@H]1[C@H](CCCC1)N1C=NC2=C3C(=C(C=C2C1=O)CC1=CC=C(C=C1)C(C)O)C=NC=C3 (3-[(1S,2S)-2-Hydroxycyclohexyl]-6-[4-(1-hydroxyethyl)benzyl]pyrido[3,4-h]quinazolin-4(3H)-one). Procedure details: To a solution of 4-({3-[(1S,2S)-2-hydroxycyclohexyl]-4-oxo-3,4-dihydropyrido[3,4-h]quinazolin-6-yl}methyl)benzaldehyde (Example 10, 0.035 g, 0.085 mmol) in 2 mL of THF at −50° C. was added methylmagnesium bromide (0.028 mL, 3.0 M diethyl ether solution, 0.85 mmol). After 3 h, additional methylmagnesium bromide (0.028 mL, 3.0 M diethyl ether solution, 0.85 mmol) was added. After 1 h, the mixture was treated with saturated aqueous ammonium chloride and extracted 2× with ethyl acetate. The combined... Reactants: O[C@@H]1[C@H](CCCC1)N1C=NC2=C3C(=C(C=C2C1=O)CC1=CC=C(C=O)C=C1)C=NC=C3 (4-({3-[(1S,2S)-2-hydroxycyclohexyl]-4-oxo-3,4-dihydropyrido[3,4-h]quinazolin-6-yl}methyl)benzaldehyde), C[Mg]Br (methylmagnesium bromide), [Cl-].[NH4+] (ammonium chloride), C[Mg]Br (methylmagnesium bromide). Run at time 3 hour.